Task: describe an organic reaction: reactants, conditions, products, and yield. Dataset: the Open Reaction Database (ORD), a public repository of structured organic reaction records The reactants are ClC=1C=C(C=C(C1OCCCO)Cl)OCC=C(Cl)Cl (3,5-dichloro-4-(3-hydroxypropyloxy)-1-(3,3-dichloro-2-propenyloxy)benzene), ClC1=CC=C(C=C1)N=C=O (4-chlorophenyl isocyanate), N1=CC=CC=C1 (pyridine). Solvent: C1(=CC=CC=C1)C (toluene). Run at time 3 hour. Product: ClC=1C=C(C=C(C1OCCCOC(NC1=CC=C(C=C1)Cl)=O)Cl)OCC=C(Cl)Cl (3,5-dichloro-4-(3-(N-(4-chlorophenyl)carbamoyloxy)propyloxy)-1-(3,3-dichloro-2-propenyloxy)benzene). The yield is 77.4%. RXN SMILES: [Cl:1][C:2]1[CH:3]=[C:4]([O:14][CH2:15][CH:16]=[C:17]([Cl:19])[Cl:18])[CH:5]=[C:6]([Cl:13])[C:7]=1[O:8][CH2:9][CH2:10][CH2:11][OH:12].[Cl:20][C:21]1[CH:26]=[CH:25][C:24]([N:27]=[C:28]=[O:29])=[CH:23][CH:22]=1.N1C=CC=CC=1>C1(C)C=CC=CC=1>[Cl:1][C:2]1[CH:3]=[C:4]([O:14][CH2:15][CH:16]=[C:17]([Cl:19])[Cl:18])[CH:5]=[C:6]([Cl:13])[C:7]=1[O:8][CH2:9][CH2:10][CH2:11][O:12][C:28](=[O:29])[NH:27][C:24]1[CH:25]=[CH:26][C:21]([Cl:20])=[CH:22][CH:23]=1. Procedure details: A solution of 0.17 g of 3,5-dichloro-4-(3-hydroxypropyloxy)-1-(3,3-dichloro-2-propenyloxy)benzene, 0.09 g of 4-chlorophenyl isocyanate and a catalytic amount of pyridine dissolved in 10 ml of toluene was heated at 60° to 70° C., while stirring, for 3 hours, and the reaction mixture was then concentrated to give a residue. The residue was subjected to silica gel chromatography, which afforded 0.19 g of 3,5-dichloro-4-(3-(N-(4-chlorophenyl)carbamoyloxy)propyloxy)-1-(3,3-dichloro-2-propenyloxy)benz... Starting materials: O=C(Cl)c1ccncc1, COc1ccc(N)cc1OC1CCCC1, ClCCl, [Na+], [OH-], O. Yields the product COc1ccc(NC(=O)c2ccncc2)cc1OC1CCCC1. RXN SMILES: [C:16]([c:17]1[cH:18][cH:19][n:20][cH:21][cH:22]1)(=[O:23])[Cl:24].[CH:1]1([O:6][c:7]2[cH:8][c:9]([NH2:15])[cH:10][cH:11][c:12]2[O:13][CH3:14])[CH2:2][CH2:3][CH2:4][CH2:5]1.[Cl:27][CH2:28][Cl:29].[Na+:26].[OH-:25].[OH2:30]>>[CH:1]1([O:6][c:7]2[cH:8][c:9]([NH:15][C:16]([c:17]3[cH:18][cH:19][n:20][cH:21][cH:22]3)=[O:23])[cH:10][cH:11][c:12]2[O:13][CH3:14])[CH2:2][CH2:3][CH2:4][CH2:5]1. Yields the product COC(=O)C1=CC=C2C3=C(NC2=C1)N=CN=C3O (4-Hydroxy-9H-pyrimido[4,5-b]indole-7-carboxylic acid methyl ester). Procedure: A suspension of 2-amino-1H-indole-3,6-dicarboxylic acid 3-ethyl ester 6-methyl ester (259 mg, 1 mmol) and ammonium formate (62 mg, 1 mmol) in 2 mL formamide was heated under an atmosphere of nitrogen to 170° C. overnight. On cooling to room temperature, water was added and the resulting precipitate was collected by filtration and dried in a vacuum oven for 4 hours to a constant weight to give the title compound (103 mg, 0.42 mmol). LC-MS (1) Rt 1.27 min; m/z (ES−) 242. RXN SMILES: [CH3:1][O:2][C:3]([C:5]1[CH:13]=[C:12]2[C:8]([C:9]([C:15]([O:17]CC)=O)=[C:10]([NH2:14])[NH:11]2)=[CH:7][CH:6]=1)=[O:4].C([O-])=O.[NH4+].O.[CH:25]([NH2:27])=O>>[CH3:1][O:2][C:3]([C:5]1[CH:13]=[C:12]2[C:8]([C:9]3[C:15]([OH:17])=[N:27][CH:25]=[N:14][C:10]=3[NH:11]2)=[CH:7][CH:6]=1)=[O:4] |f:1.2|. The reactants are COC(=O)C1=CC=C2C(=C(NC2=C1)N)C(=O)OCC (2-amino-1H-indole-3,6-dicarboxylic acid 3-ethyl ester 6-methyl ester), C(=O)[O-].[NH4+] (ammonium formate), C(=O)N (formamide), O (water). Run at temperature 170 celsius. Starting materials: NC1=CC=C(C(=C1C(=O)OC(C)(C)C)O)Br (tert-butyl 6-amino-3-bromo-2-hydroxybenzoate), NC1=CC=C(C(=C1C(=O)OC(C)(C)C)O)Br (tert-butyl 6-amino-3-bromo-2-hydroxybenzoate), C(=O)C=1OC=CC1B1OC(C)(C)C(C)(C)O1 (2-formylfuran-3-boronic acid pinacol ester), F[B-](F)(F)F.C(C)(C)(C)[PH+](C(C)(C)C)C(C)(C)C (tri-tert-butylphosphonium tetrafluoroborate), C([O-])([O-])=O.[Cs+].[Cs+] (cesium carbonate). The reagents and catalysts are C=1C=CC(=CC1)/C=C/C(=O)/C=C/C2=CC=CC=C2.C=1C=CC(=CC1)/C=C/C(=O)/C=C/C2=CC=CC=C2.C=1C=CC(=CC1)/C=C/C(=O)/C=C/C2=CC=CC=C2.[Pd].[Pd] (tris-(dibenzylideneacetone)dipalladium). Run in O (water), O1CCOCC1 (dioxane). Reaction conditions: temperature 70 celsius. Product: NC1=CC=C(C(=C1C(=O)OC(C)(C)C)O)C1=C(OC=C1)C=O (tert-butyl 6-amino-3-(2-formylfuran-3-yl)-2-hydroxybenzoate). The yield is 69.9%. As a reaction SMILES: [NH2:1][C:2]1[C:7]([C:8]([O:10][C:11]([CH3:14])([CH3:13])[CH3:12])=[O:9])=[C:6]([OH:15])[C:5](Br)=[CH:4][CH:3]=1.[CH:17]([C:19]1[O:20][CH:21]=[CH:22][C:23]=1B1OC(C)(C)C(C)(C)O1)=[O:18].F[B-](F)(F)F.C([PH+](C(C)(C)C)C(C)(C)C)(C)(C)C.C(=O)([O-])[O-].[Cs+].[Cs+]>O1CCOCC1.O.C1C=CC(/C=C/C(/C=C/C2C=CC=CC=2)=O)=CC=1.C1C=CC(/C=C/C(/C=C/C2C=CC=CC=2)=O)=CC=1.C1C=CC(/C=C/C(/C=C/C2C=CC=CC=2)=O)=CC=1.[Pd].[Pd]>[NH2:1][C:2]1[C:7]([C:8]([O:10][C:11]([CH3:14])([CH3:13])[CH3:12])=[O:9])=[C:6]([OH:15])[C:5]([C:23]2[CH:22]=[CH:21][O:20][C:19]=2[CH:17]=[O:18])=[CH:4][CH:3]=1 |f:2.3,4.5.6,9.10.11.12.13|. Procedure details: A mixture of tert-butyl 6-amino-3-bromo-2-hydroxybenzoate (Intermediate 62, 1.16 g), 2-formylfuran-3-boronic acid pinacol ester (1.073 g), tris-(dibenzylideneacetone)dipalladium (0.184 g), tri-tert-butylphosphonium tetrafluoroborate (0.117 g) and cesium carbonate (3.935 g) was suspended in dioxane (40 mL) and water (5 mL). The mixture was de-gassed and flushed with nitrogen then heated at 70° C. for 3 hours. After cooling, the mixture was concentrated in vacuo. The residue was partitioned betwee... RXN SMILES: Cl.C(OC([NH:9][C@H:10]([CH:35]1[CH2:40][CH2:39][CH2:38][CH2:37][CH2:36]1)[C:11]([N:13]1[CH2:34][CH2:33][CH2:32][C@H:14]1[C:15]([NH:17][CH2:18][C:19]1[CH:24]=[C:23]([Cl:25])[CH:22]=[CH:21][C:20]=1[C:26]1[C:30]([Cl:31])=[N:29][S:28][N:27]=1)=[O:16])=[O:12])=O)(C)(C)C>>[ClH:25].[NH2:9][C@H:10]([CH:35]1[CH2:40][CH2:39][CH2:38][CH2:37][CH2:36]1)[C:11]([N:13]1[CH2:34][CH2:33][CH2:32][C@H:14]1[C:15]([NH:17][CH2:18][C:19]1[CH:24]=[C:23]([Cl:25])[CH:22]=[CH:21][C:20]=1[C:26]1[C:30]([Cl:31])=[N:29][S:28][N:27]=1)=[O:16])=[O:12] |f:2.3|. Reactants: Cl (HCl), C(C)(C)(C)OC(=O)N[C@@H](C(=O)N1[C@H](C(=O)NCC2=C(C=CC(=C2)Cl)C2=NSN=C2Cl)CCC1)C1CCCCC1 (1-{(2R)-2-[(tert-butoxycarbonyl)amino]-2-cyclohexylethanoyl}-N-[5-chloro-2-(4-chloro-1,2,5-thiadiazol-3-yl)benzyl]-L-prolinamide). The product is Cl.N[C@@H](C(=O)N1[C@H](C(=O)NCC2=C(C=CC(=C2)Cl)C2=NSN=C2Cl)CCC1)C1CCCCC1 (1-[(2R)-2-amino-2-cyclohexylethanoyl]-N-[5-chloro-2-(4-chloro-1,2,5-thiadiazol-3-yl)benzyl]-L-prolinamide hydrochloride). Reported procedure: HCl gas was bubbled through a stirred 0° C. solution of 1-{(2R)-2-[(tert-butoxycarbonyl)amino]-2-cyclohexylethanoyl}-N-[5-chloro-2-(4-chloro-1,2,5-thiadiazol-3-yl)benzyl]-L-prolinamide (41.1 mg, 0.07 mmol) CH2Cl2 (1.0 mL) for 15 min. The solution was reduced in vacuo. 1-[(2R)-2-amino-2-cyclohexylethanoyl]-N-[5-chloro-2-(4-chloro-1,2,5-thiadiazol-3-yl)benzyl]-L-prolinamide hydrochloride was isolated as a solid. LCMS m/z=496.5. The reactants are ClP(Cl)(Cl)(Cl)Cl, O=P(Cl)(Cl)Cl, S=c1[nH]c2cc(-c3ccccc3)ccc2o1. Yields the product Clc1nc2cc(-c3ccccc3)ccc2o1. As a reaction SMILES: [Cl:17][P:18]([Cl:19])([Cl:20])([Cl:21])[Cl:22].[P:23]([Cl:24])([Cl:25])([Cl:26])=[O:27].[c:1]1(-[c:7]2[cH:8][cH:9][c:10]3[c:11]([nH:12][c:13](=[S:15])[o:14]3)[cH:16]2)[cH:2][cH:3][cH:4][cH:5][cH:6]1>>[c:1]1(-[c:7]2[cH:8][cH:9][c:10]3[c:11]([n:12][c:13]([Cl:17])[o:14]3)[cH:16]2)[cH:2][cH:3][cH:4][cH:5][cH:6]1.